From a dataset of the Open Reaction Database (ORD), a public repository of structured organic reaction records. describe an organic reaction: reactants, conditions, products, and yield The reactants are C(C)(=O)OC1=C(C=C(C=C1C(C)(C)C)OCC=C)C(C)(C)C.C(C)(=O)OC1=C(C(=C(C=C1C(C)(C)C)O)OCC=C)C(C)(C)C (4-Acetoxy-3,5-Di-tert-Butyl-2-(2-Propenyloxy)phenol 4-Acetoxy-3,5-di-tert-butyl-1-(2-propenyloxy)benzene). Solvent: CN(C1=CC=CC=C1)C (N,N-dimethylaniline). Yields the product C(C)(=O)OC1=C(C(=C(C=C1C(C)(C)C)O)CC=C)C(C)(C)C (4-acetoxy-3,5-di-tert-butyl-2-(2propenyl)phenol). Yield: 165.0%. RXN SMILES: [C:1]([O:4][C:5]1[C:10]([C:11]([CH3:14])([CH3:13])[CH3:12])=[CH:9][C:8]([O:15]CC=C)=[CH:7][C:6]=1[C:19]([CH3:22])([CH3:21])[CH3:20])(=[O:3])[CH3:2].C(O[C:27]1[C:32](C(C)(C)C)=CC(O)=C(OCC=C)[C:28]=1C(C)(C)C)(=O)C>CN(C)C1C=CC=CC=1>[C:1]([O:4][C:5]1[C:10]([C:11]([CH3:13])([CH3:12])[CH3:14])=[CH:9][C:8]([OH:15])=[C:7]([CH2:32][CH:27]=[CH2:28])[C:6]=1[C:19]([CH3:22])([CH3:20])[CH3:21])(=[O:3])[CH3:2] |f:0.1|. Reported procedure: Synthesis of 4-Acetoxy-3,5-Di-tert-Butyl-2-(2-Propenyloxy)phenol 4-Acetoxy-3,5-di-tert-butyl-1-(2-propenyloxy)benzene (11.0 g) was dissolved in N,N-dimethylaniline (50 ml) and the solution was refluxed for 18 h under a nitrogen atmosphere. After cooling to room temperature, the reaction solution was concentrated under reduced pressure and purified by silica gel chromatography (15% ethyl acetate in n-hexane) to afford 4-acetoxy-3,5-di-tert-butyl-2-(2propenyl)phenol [8.84 g (yield, 77%)] as a whit...